This data is from the Open Reaction Database (ORD), a public repository of structured organic reaction records. The task is: describe an organic reaction: reactants, conditions, products, and yield Starting materials: FC1=CC=C(C=C1)C=1N=C(NC1C1=CC=NC=C1)C1=CC=C(C(=O)O)C=C1 (4- [4-(4-fluorophenyl)-5-(4-pyridyl)-1H-imidazol-2yl]benzoic acid), FC1=CC=C(C=C1)C=1N=C(NC1C1=NC=CC=C1)C1=CC=C(C#N)C=C1 (4-[4-(4-fluorophenyl)-5-(2-pyridyl)-1H-imidazol-2yl]benzonitrile). Product: FC1=CC=C(C=C1)C=1N=C(NC1C1=NC=CC=C1)C1=CC=C(C(=O)O)C=C1 (4-[4-(4-Fluorophenyl)-5-(2-pyridyl)-1H-imidazol-2-yl]benzoic acid). RXN SMILES: [F:1][C:2]1[CH:7]=[CH:6][C:5]([C:8]2[N:9]=[C:10]([C:19]3[CH:27]=[CH:26][C:22]([C:23]([OH:25])=[O:24])=[CH:21][CH:20]=3)[NH:11][C:12]=2C2C=CN=CC=2)=[CH:4][CH:3]=1.FC1C=CC(C2N=C(C3C=CC(C#N)=CC=3)NC=2[C:40]2[CH:45]=[CH:44][CH:43]=[CH:42][N:41]=2)=CC=1>>[F:1][C:2]1[CH:3]=[CH:4][C:5]([C:8]2[N:9]=[C:10]([C:19]3[CH:20]=[CH:21][C:22]([C:23]([OH:25])=[O:24])=[CH:26][CH:27]=3)[NH:11][C:12]=2[C:40]2[CH:45]=[CH:44][CH:43]=[CH:42][N:41]=2)=[CH:6][CH:7]=1. Procedure: The title compound was prepared using the procedure in U.S. Pat. No. 5,656,644 (Example 9) to prepare 4- [4-(4-fluorophenyl)-5-(4-pyridyl)-1H-imidazol-2yl]benzoic acid except using 4-[4-(4-fluorophenyl)-5-(2-pyridyl)-1H-imidazol-2yl]benzonitrile. ESMS (M+H)+=360.1. The reactants are CC1(CNC(C2=CC(=CC=C12)C(F)(F)F)=O)C (4,4-dimethyl-7-trifluoromethyl-3,4-dihydro-2H-isoquinolin-1-one), BrC=1C=NC=CC1C (3-bromo-4-methyl-pyridine), trans-N,N′-dimethyl-cyclohexyl-1,2-diamine, P(=O)([O-])([O-])[O-].[K+].[K+].[K+] (potassium phosphate). Reagents/catalysts: [Cu](I)I (copper iodide). Run in O1CCOCC1 (1,4-dioxane). Yields the product CC1(CN(C(C2=CC(=CC=C12)C(F)(F)F)=O)C=1C=NC=CC1C)C (4,4-Dimethyl-2-(4-methyl-pyridin-3-yl)-7-trifluoromethyl-3,4-dihydro-2H-isoquinolin-1-one). Isolated yield 5.5%. Reaction SMILES: [CH3:1][C:2]1([CH3:17])[C:11]2[C:6](=[CH:7][C:8]([C:12]([F:15])([F:14])[F:13])=[CH:9][CH:10]=2)[C:5](=[O:16])[NH:4][CH2:3]1.Br[C:19]1[CH:20]=[N:21][CH:22]=[CH:23][C:24]=1[CH3:25].P([O-])([O-])([O-])=O.[K+].[K+].[K+]>[Cu](I)I.O1CCOCC1>[CH3:1][C:2]1([CH3:17])[C:11]2[C:6](=[CH:7][C:8]([C:12]([F:15])([F:13])[F:14])=[CH:9][CH:10]=2)[C:5](=[O:16])[N:4]([C:19]2[CH:20]=[N:21][CH:22]=[CH:23][C:24]=2[CH3:25])[CH2:3]1 |f:2.3.4.5|. Reported procedure: Using analogous reaction conditions as described in Example 1, 4,4-dimethyl-7-trifluoromethyl-3,4-dihydro-2H-isoquinolin-1-one (I-20d: 200 mg, 0.8230 mmol) was reacted with 3-bromo-4-methyl-pyridine (91.9 mL, 0.8230 mmol), 1,4-dioxane (3 mL), copper iodide (15.6 mg, 0.0823 mmol), trans-N,N′-dimethyl-cyclohexyl-1,2-diamine (38.8 mL, 0.2469 mmol) and potassium phosphate (436.1 mg, 2.0575 mmol) to afford the crude product. Purification by column chromatography on silica gel (50% ethylacetate in hex... The reactants are CCOc1ccc(-c2cccc(F)c2F)c(F)c1F, C1CCOC1, [Li]C(C)CC, [Cl-], [NH4+], O=C1CCC2(CC1)OCCO2. Yields the product CCOc1ccc(-c2ccc(C3(O)CCC4(CC3)OCCO4)c(F)c2F)c(F)c1F. As a reaction SMILES: [CH2:1]([CH3:2])[O:3][c:4]1[c:5]([F:19])[c:6]([F:18])[c:7](-[c:10]2[c:11]([F:17])[c:12]([F:16])[cH:13][cH:14][cH:15]2)[cH:8][cH:9]1.[CH2:38]1[O:39][CH2:40][CH2:41][CH2:42]1.[CH:20]([Li:21])([CH2:22][CH3:23])[CH3:24].[Cl-:36].[NH4+:37].[O:25]1[CH2:26][CH2:27][O:28][C:29]12[CH2:30][CH2:31][C:32](=[O:35])[CH2:33][CH2:34]2>>[CH2:1]([CH3:2])[O:3][c:4]1[c:5]([F:19])[c:6]([F:18])[c:7](-[c:10]2[c:11]([F:17])[c:12]([F:16])[c:13]([C:32]3([OH:35])[CH2:31][CH2:30][C:29]4([O:25][CH2:26][CH2:27][O:28]4)[CH2:34][CH2:33]3)[cH:14][cH:15]2)[cH:8][cH:9]1. The reactants are ClCC1=CC=C(OCC=2N=C(OC2C)C2=CC=CC=C2)C=C1 (4-(4-chloromethylphenoxymethyl)-5-methyl-2-phenyloxazole), OC1=C(C2=CC=CC=C2C=C1)CC#N (2-(2-hydroxy-1-naphthyl)acetonitrile), CN(C=O)C (N,N-dimethylformamide), [H-].[Na+] (sodium hydride). Run in O (water). Run at time 1 hour. Product: CC1=C(N=C(O1)C1=CC=CC=C1)COC1=CC=C(COC2=C(C3=CC=CC=C3C=C2)CC#N)C=C1 (2-[2-[4-[(5-methyl-2-phenyl-4-oxazolyl)methoxy]benzyloxy]-1-naphthyl]acetonitrile). The yield is 76.1%. Reaction SMILES: Cl[CH2:2][C:3]1[CH:22]=[CH:21][C:6]([O:7][CH2:8][C:9]2[N:10]=[C:11]([C:15]3[CH:20]=[CH:19][CH:18]=[CH:17][CH:16]=3)[O:12][C:13]=2[CH3:14])=[CH:5][CH:4]=1.[OH:23][C:24]1[CH:33]=[CH:32][C:31]2[C:26](=[CH:27][CH:28]=[CH:29][CH:30]=2)[C:25]=1[CH2:34][C:35]#[N:36].CN(C)C=O.[H-].[Na+]>O>[CH3:14][C:13]1[O:12][C:11]([C:15]2[CH:20]=[CH:19][CH:18]=[CH:17][CH:16]=2)=[N:10][C:9]=1[CH2:8][O:7][C:6]1[CH:21]=[CH:22][C:3]([CH2:2][O:23][C:24]2[CH:33]=[CH:32][C:31]3[C:26](=[CH:27][CH:28]=[CH:29][CH:30]=3)[C:25]=2[CH2:34][C:35]#[N:36])=[CH:4][CH:5]=1 |f:3.4|. Reported procedure: To a mixture of 4-(4-chloromethylphenoxymethyl)-5-methyl-2-phenyloxazole (4.52 g), 2-(2-hydroxy-1-naphthyl)acetonitrile (0.58 g) and N,N-dimethylformamide (30 mL) was added sodium hydride (60%, oil, 0.14 g) under ice-cooling, and the mixture was stirred at room temperature for 1 hr. To the reaction mixture was added water and the mixture was extracted with ethyl acetate. The organic layer was washed successively with water and saturated brine, dried over anhydrous magnesium sulfate, and concentr... Starting materials: C, CCO, O=[N+]([O-])c1ccc(CCn2cccn2)cc1, [Pd]. The product is Nc1ccc(CCn2cccn2)cc1. RXN SMILES: [C:17].[CH3:19][CH2:20][OH:21].[N+:1]([O-:2])(=[O:3])[c:4]1[cH:5][cH:6][c:7]([CH2:10][CH2:11][n:12]2[n:13][cH:14][cH:15][cH:16]2)[cH:8][cH:9]1.[Pd:18]>>[NH2:1][c:4]1[cH:5][cH:6][c:7]([CH2:10][CH2:11][n:12]2[n:13][cH:14][cH:15][cH:16]2)[cH:8][cH:9]1. Starting materials: COC(C(C(=O)OC)OC1=CC(=CC=C1)OC)=O (dimethyl-(3-methoxyphenoxy)-malonate), C[O-].[Na+] (sodium methylate), Br.N1(CCOCC1)C(=N)N (morpholine-4-carboxamidine hydrobromide). Run in CO (methanol). Reaction conditions: time 6 hour. The product is COC=1C=C(OC=2C(=NC(=NC2O)N2CCOCC2)O)C=CC1 (5-(3-methoxy-phenoxy)-2-morpholin-4-yl-pyrimidine-4,6-diol). Isolated yield 75.7%. Reaction SMILES: CO[C:3](=[O:18])[CH:4]([O:9][C:10]1[CH:15]=[CH:14][CH:13]=[C:12]([O:16][CH3:17])[CH:11]=1)[C:5]([O:7]C)=O.C[O-].[Na+].Br.[N:23]1([C:29]([NH2:31])=[NH:30])[CH2:28][CH2:27][O:26][CH2:25][CH2:24]1>CO>[CH3:17][O:16][C:12]1[CH:11]=[C:10]([CH:15]=[CH:14][CH:13]=1)[O:9][C:4]1[C:3]([OH:18])=[N:30][C:29]([N:23]2[CH2:28][CH2:27][O:26][CH2:25][CH2:24]2)=[N:31][C:5]=1[OH:7] |f:1.2,3.4|. Procedure: To a solution of dimethyl-(3-methoxyphenoxy)-malonate (11.19 g) in methanol (100 ml) was added sodium methylate (6.48 g). The yellow solution was stirred for 6 h at rt. Then, morpholine-4-carboxamidine hydrobromide (8.40 g) was added and the mixture was stirred at rt for 16 h. The solvent was removed in vacuo and the residue was dissolved in water (150 ml) and extracted twice with diethyl ether (150 ml). The aqueous phase was acidified with 10% aq. citric acid. The solid that separated was colle... Reactants: ClC1=C(C=CC(=C1C)[N+](=O)[O-])O (2-chloro-3-methyl-4-nitrophenol), ( a ), [H-].[Na+] (sodium hydride), CCCBr (n-propyl bromide). Run in CN(C)C=O (DMF). Product: ClC1=C(C(=CC=C1OCCC)[N+](=O)[O-])C (2-chloro-3-n-propyloxy-6-nitrotoluene). The yield is 44.8%. As a reaction SMILES: [Cl:1][C:2]1[C:7]([CH3:8])=[C:6]([N+:9]([O-:11])=[O:10])[CH:5]=[CH:4][C:3]=1[OH:12].[H-].[Na+].[CH3:15][CH2:16][CH2:17]Br>CN(C=O)C>[Cl:1][C:2]1[C:3]([O:12][CH2:15][CH2:16][CH3:17])=[CH:4][CH:5]=[C:6]([N+:9]([O-:11])=[O:10])[C:7]=1[CH3:8] |f:1.2|. Procedure: Treatment of 2-chloro-3-methyl-4-nitrophenol (15.5 g, 82.7 mmol) with sodium hydride (50%, 4.37 g, 91.0 mmol) and n-propyl bromide (11.2 g, 91.0 mmol) in DMF (300 ml) and subsequent workup as described in 1 (a) gave 2-chloro-3-n-propyloxy-6-nitrotoluene (8.50 g), m.p. 42°-3° C. The reactants are C=C(C)c1ccc(S(C)(=O)=O)cc1[N+](=O)[O-], CC=Cc1ccc(S(C)(=O)=O)cc1N. Product: C=C(C)c1ccc(S(C)(=O)=O)cc1N. As a reaction SMILES: [C:15](=[CH2:16])([CH3:17])[c:18]1[c:19]([N+:28]([O-:29])=[O:30])[cH:20][c:21]([S:24](=[O:25])(=[O:26])[CH3:27])[cH:22][cH:23]1.[CH3:1][S:2]([c:3]1[cH:4][cH:5][c:6]([CH:7]=[CH:8][CH3:9])[c:10]([NH2:12])[cH:11]1)(=[O:13])=[O:14]>>[C:15](=[CH2:16])([CH3:17])[c:18]1[c:19]([NH2:28])[cH:20][c:21]([S:24](=[O:25])(=[O:26])[CH3:27])[cH:22][cH:23]1. The reactants are FC1=CC=C2CCC(C(C2=C1)=O)CN1CCC2(C(NCN2C2=CC=CC=C2)=O)CC1 (8-[(7-Fluoro-1,2,3,4-tetrahydro-1-oxo-2-naphthalenyl)methyl]-1-phenyl-1,3,8-triazaspiro[4.5]decan-4-one), [BH4-].[Na+] (sodium borohydride). The solvent is ice water, O (water), CO (methanol). Conditions: time 48 hour. The product is FC1=CC=C2CCC(C(C2=C1)O)CN1CCC2(C(NCN2C2=CC=CC=C2)=O)CC1 (8-[(7-Fluoro-1,2,3,4-tetrahydro-1-hydroxy-2-naphthalenyl)methyl]-1-phenyl-1,3,8-triazaspiro[4.5]decan-4-one). The yield is 62.4%. Reaction SMILES: [F:1][C:2]1[CH:11]=[C:10]2[C:5]([CH2:6][CH2:7][CH:8]([CH2:13][N:14]3[CH2:30][CH2:29][C:17]4([N:21]([C:22]5[CH:27]=[CH:26][CH:25]=[CH:24][CH:23]=5)[CH2:20][NH:19][C:18]4=[O:28])[CH2:16][CH2:15]3)[C:9]2=[O:12])=[CH:4][CH:3]=1.[BH4-].[Na+]>CO.O>[F:1][C:2]1[CH:11]=[C:10]2[C:5]([CH2:6][CH2:7][CH:8]([CH2:13][N:14]3[CH2:30][CH2:29][C:17]4([N:21]([C:22]5[CH:27]=[CH:26][CH:25]=[CH:24][CH:23]=5)[CH2:20][NH:19][C:18]4=[O:28])[CH2:16][CH2:15]3)[CH:9]2[OH:12])=[CH:4][CH:3]=1 |f:1.2|. Procedure details: 11.0 g of 8-[(7-fluoro-1,2,3,4-tetrahydro-1-oxo-2-naphthalenyl)-methyl]-1-phenyl-1,3,8-traizaspiro[4.5]decan-4-one (see example 187) is taken up in methanol (240 ml), cooled in an ice-bath and treated over a 20 minute period with 6.6 equivalents of sodium borohydride in water (58 ml). The mixture is then allowed to warm up to room temperature and stirred for 48 hours. The reaction mixture is diluted with ice-water (400 ml), stirred for 30 minutes and the precipitates that form are filtered off a... Reactants: C(C)[C@@H]1C2C(C[C@H]3[C@@H]4CCC([C@@]4(C)CC[C@@H]3[C@]2(CCC1=O)C)=O)=O (4β-ethylandrostan-3,6,17-trione), Cl.Cl.NCCON (2-aminoethoxyamine dihydrochloride), Na2HPO4.12H2O. Run in C1CCOC1 (THF), O (H2O). Reaction conditions: time 3.5 hour. Yields the product Cl.NCCO\N=C/1\[C@@H](C2C(C[C@H]3[C@@H]4CCC([C@@]4(C)CC[C@@H]3[C@]2(CC1)C)=O)=O)CC ((E)-3-(2-Aminoethoxyimino)-4β-ethylandrostan-6,17-dione hydrochloride). Reaction SMILES: [CH2:1]([C@H:3]1[C:20](=O)[CH2:19][CH2:18][C@@:17]2([CH3:22])[CH:4]1[C:5](=[O:24])[CH2:6][C@@H:7]1[C@@H:16]2[CH2:15][CH2:14][C@@:12]2([CH3:13])[C@H:8]1[CH2:9][CH2:10][C:11]2=[O:23])[CH3:2].[ClH:25].Cl.[NH2:27][CH2:28][CH2:29][O:30][NH2:31]>C1COCC1.O>[ClH:25].[NH2:27][CH2:28][CH2:29][O:30]/[N:31]=[C:20]1/[C@H:3]([CH2:1][CH3:2])[CH:4]2[C@:17]([CH3:22])([CH2:18][CH2:19]/1)[C@@H:16]1[C@H:7]([C@H:8]3[C@@:12]([CH2:14][CH2:15]1)([CH3:13])[C:11](=[O:23])[CH2:10][CH2:9]3)[CH2:6][C:5]2=[O:24] |f:1.2.3,6.7|. Procedure: To a stirred solution of 4β-ethylandrostan-3,6,17-trione (Preparation 11, 67 mg) in THF (1.1 ml), a solution of 2-aminoethoxyamine dihydrochloride (31 mg) and Na2HPO4.12H2O (15 mg) in H2O (0.55 ml) was added in portions over 45 minutes. After 3.5 h, the solution was evaporated, water was added and the aqueous phase was extracted with THF. The combined organic extracts were washed with brine, dried over Na2SO4 and evaporated to dryness. The crude product was triturated with Et2O and the precipita...